Dataset: the Open Reaction Database (ORD), a public repository of structured organic reaction records. Task: describe an organic reaction: reactants, conditions, products, and yield Starting materials: ClC1=C(C(=O)O)C=C(C(=C1[N+](=O)[O-])Cl)F (2,4-dichloro-5-fluoro-3-nitrobenzoic acid), S(=O)(Cl)Cl (thionyl chloride). The reagents and catalysts are CN(C=O)C (dimethylformamide). The product is ClC1=C(C(=O)Cl)C=C(C(=C1[N+](=O)[O-])Cl)F (2,4-Dichloro-5-fluoro-3-nitro-benzoyl chloride). RXN SMILES: [Cl:1][C:2]1[C:10]([N+:11]([O-:13])=[O:12])=[C:9]([Cl:14])[C:8]([F:15])=[CH:7][C:3]=1[C:4](O)=[O:5].S(Cl)([Cl:18])=O>CN(C)C=O>[Cl:1][C:2]1[C:10]([N+:11]([O-:13])=[O:12])=[C:9]([Cl:14])[C:8]([F:15])=[CH:7][C:3]=1[C:4]([Cl:18])=[O:5]. Reported procedure: 254 g (1 mol) of 2,4-dichloro-5-fluoro-3-nitrobenzoic acid are refluxed in 700 ml of thionyl chloride with addition of 3 drops of dimethylformamide until the gas evolution ceases. Excess thionyl chloride is removed by distillation, and the residue is fractionated in vacuo. Reactants: C(C)(C)NC(=O)N[C@@H](CC(=O)O)C1=CC=CC=C1 ((S)-3-{[(Isopropylamino)carbonyl]amino}-3-phenylpropanoic acid), S(=O)(Cl)Cl (thionyl chloride). Run in C1(=CC=CC=C1)C (toluene), O (water). The product is C(C)(C)N1C(N[C@@H](CC1=O)C1=CC=CC=C1)=O ((S)-3-Isopropyl-6-phenyldihydropyrimidine-2,4(1H,3H)-dione). Reaction SMILES: [CH:1]([NH:4][C:5]([NH:7][C@H:8]([C:13]1[CH:18]=[CH:17][CH:16]=[CH:15][CH:14]=1)[CH2:9][C:10](O)=[O:11])=[O:6])([CH3:3])[CH3:2].S(Cl)(Cl)=O>C1(C)C=CC=CC=1.O>[CH:1]([N:4]1[C:10](=[O:11])[CH2:9][C@@H:8]([C:13]2[CH:18]=[CH:17][CH:16]=[CH:15][CH:14]=2)[NH:7][C:5]1=[O:6])([CH3:3])[CH3:2]. Procedure details: A solution of (S)-3-{[(isopropylamino)carbonyl]amino}-3-phenylpropanoic acid from Step A (465 mg, 1.86 mmol) and thionyl chloride (0.270 mL, 3.72 mmol) in toluene (19 mL) was heated at reflux for 1 h. The reaction mixture was cooled, diluted with water (25 mL), and extracted with CH2Cl2 (3×25 mL). The combined CH2Cl2 extracts were dried over Na2SO4, filtered, and concentrated in vacuo to provide the title compound. MS: m/z=233 (M+1). Starting materials: Cl.N(C(=N)N)C1=CC=C(C(=O)NCCCN2C(N(C(C2)=O)C(C(=O)OC)C2=CC=CC=C2)=O)C=C1 (methyl (3-(3-(4-guanidinobenzoylamino)propyl)-2,5-dioxoimidazolidin-1-yl)phenylacetate hydrochloride), [OH-].[Na+] (sodium hydroxide). Solvent: CO (methanol), O (water). Run at time 8 hour. The product is C(=O)(O)C(NC(N(CCCNC(C1=CC=C(C=C1)NC(=N)N)=O)CC(=O)O)=O)C1=CC=CC=C1 ((3-(Carboxyphenylmethyl)-1-(3-(4-guanidinobenzoylamino)propyl)ureido)acetic acid). Reaction SMILES: Cl.[NH:2]([C:6]1[CH:35]=[CH:34][C:9]([C:10]([NH:12][CH2:13][CH2:14][CH2:15][N:16]2[CH2:20][C:19](=[O:21])[N:18]([CH:22]([C:27]3[CH:32]=[CH:31][CH:30]=[CH:29][CH:28]=3)[C:23]([O:25]C)=[O:24])[C:17]2=[O:33])=[O:11])=[CH:8][CH:7]=1)[C:3]([NH2:5])=[NH:4].[OH-:36].[Na+]>CO.O>[C:23]([CH:22]([C:27]1[CH:28]=[CH:29][CH:30]=[CH:31][CH:32]=1)[NH:18][C:17](=[O:33])[N:16]([CH2:20][C:19]([OH:36])=[O:21])[CH2:15][CH2:14][CH2:13][NH:12][C:10](=[O:11])[C:9]1[CH:8]=[CH:7][C:6]([NH:2][C:3]([NH2:5])=[NH:4])=[CH:35][CH:34]=1)([OH:25])=[O:24] |f:0.1,2.3|. Reported procedure: 380 mg (0.76 mg) of methyl (3-(3-(4-guanidinobenzoylamino)propyl)-2,5-dioxoimidazolidin-1-yl)phenylacetate hydrochloride are dissolved in 10 ml of methanol and 10 ml of water, and 2.28 ml of 1N sodium hydroxide solution are then added. The mixture is stirred at room temperature overnight, concentrated and chromatographed, for purification, on Sephadex LH20 using an homogeneous mixture of butanol/glacial acetic acid/water. Starting materials: OCCN (2-hydroxyethylamine), O=S(Cl)Cl (SOCl2), IC1=C(C(=C(C=C1)N=C=S)C)C (4-iodo-2,3-dimethylphenyl isothiocyanate), IC1=C(C(=C(N)C=C1)C)C (4-Iodo-2,3-dimethylaniline), IC1=C(C(=C(C=C1)N=C=S)C)C (4-iodo-2,3-dimethylphenyl isothiocyanate). The product is OCC1(CCCC1)N (1-Hydroxymethylcyclopentanamine), IC1=C(C(=C(C=C1)N=C1NC2(CS1)CCCC2)C)C (2-(4-iodo-2,3-dimethylphenylimino)-3-thia-1-azaspiro[4.4]nonane). RXN SMILES: [I:1][C:2]1[CH:8]=[CH:7][C:5]([NH2:6])=[C:4]([CH3:9])[C:3]=1[CH3:10].I[C:12]1[CH:17]=[CH:16][C:15]([N:18]=[C:19]=[S:20])=[C:14](C)[C:13]=1C.[OH:23]CCN.O=S(Cl)Cl>>[OH:23][CH2:4][C:5]1([NH2:6])[CH2:3][CH2:2][CH2:8][CH2:7]1.[I:1][C:2]1[CH:8]=[CH:7][C:5]([N:6]=[C:19]2[S:20][CH2:14][C:15]3([CH2:13][CH2:12][CH2:17][CH2:16]3)[NH:18]2)=[C:4]([CH3:9])[C:3]=1[CH3:10]. Procedure details: 4-Iodo-2,3-dimethylaniline was converted to 4-iodo-2,3-dimethylphenyl isothiocyanate according to Method A2b. 1-Hydroxymethylcyclopentanamine was prepared according to Method B1c. The 2-hydroxyethylamine was sequentially reacted with SOCl2 and 4-iodo-2,3-dimethylphenyl isothiocyanate according to Method C2a to give 2-(4-iodo-2,3-dimethylphenylimino)-3-thia-1-azaspiro[4.4]nonane. The thiazolidine was reacted with cyclopentyl bromide according to Method D2b to give 2-(4-iodo-2,3-dimethylphenylimin... Reactants: Fc1cc(F)cc(Br)c1, O=C([O-])[O-], CC(=O)O[Pd]OC(C)=O, C1COCCO1, COC(=O)c1cc(C2CCCN2)c2oc(N3CCOC(C)C3)cc(=O)c2c1, [Cs+], [Cs+]. Product: COC(=O)c1cc(C2CCCN2c2cc(F)cc(F)c2)c2oc(N3CCOC(C)C3)cc(=O)c2c1. RXN SMILES: [Br:28][c:29]1[cH:30][c:31]([F:36])[cH:32][c:33]([F:35])[cH:34]1.[C:37](=[O:38])([O-:39])[O-:40].[C:49]([O:50][Pd:51][O:52][C:53](=[O:54])[CH3:55])(=[O:56])[CH3:57].[CH2:43]1[O:44][CH2:45][CH2:46][O:47][CH2:48]1.[CH3:1][CH:2]1[O:3][CH2:4][CH2:5][N:6]([c:8]2[o:9][c:10]3[c:11]([CH:23]4[NH:24][CH2:25][CH2:26][CH2:27]4)[cH:12][c:13]([C:19](=[O:20])[O:21][CH3:22])[cH:14][c:15]3[c:16](=[O:18])[cH:17]2)[CH2:7]1.[Cs+:41].[Cs+:42]>>[CH3:1][CH:2]1[O:3][CH2:4][CH2:5][N:6]([c:8]2[o:9][c:10]3[c:11]([CH:23]4[N:24]([c:29]5[cH:30][c:31]([F:36])[cH:32][c:33]([F:35])[cH:34]5)[CH2:25][CH2:26][CH2:27]4)[cH:12][c:13]([C:19](=[O:20])[O:21][CH3:22])[cH:14][c:15]3[c:16](=[O:18])[cH:17]2)[CH2:7]1. The reactants are ClCC(C1=CC=C(C=C1)C1=CC=C(C=C1)S(=O)(=O)C(F)F)NC(C1=C(C=CC=C1F)F)=O (N-[2-chloro-1-[4'-[(difluoromethyl) -sulfonyl][1,1'-biphenyl]-4-yl]ethyl]-2,6-difluorobenzamide), [OH-].[Na+] (NaOH). Run in O (water), C(C)(C)O (isopropanol). Run at time 30 minute. The product is FC(S(=O)(=O)C1=CC=C(C=C1)C1=CC=C(C=C1)C1N=C(OC1)C1=C(C=CC=C1F)F)F (4-[4'-[(difluoromethyl)sulfonyl][1,1'-biphenyl]-4-yl]-2-(2,6-difluorophenyl)-4,5-dihydrooxazole). Yield: 88.3%. As a reaction SMILES: Cl[CH2:2][CH:3]([NH:22][C:23](=[O:32])[C:24]1[C:29]([F:30])=[CH:28][CH:27]=[CH:26][C:25]=1[F:31])[C:4]1[CH:9]=[CH:8][C:7]([C:10]2[CH:15]=[CH:14][C:13]([S:16]([CH:19]([F:21])[F:20])(=[O:18])=[O:17])=[CH:12][CH:11]=2)=[CH:6][CH:5]=1.[OH-].[Na+]>C(O)(C)C.O>[F:20][CH:19]([F:21])[S:16]([C:13]1[CH:14]=[CH:15][C:10]([C:7]2[CH:8]=[CH:9][C:4]([CH:3]3[CH2:2][O:32][C:23]([C:24]4[C:29]([F:30])=[CH:28][CH:27]=[CH:26][C:25]=4[F:31])=[N:22]3)=[CH:5][CH:6]=2)=[CH:11][CH:12]=1)(=[O:18])=[O:17] |f:1.2|. Procedure: To a slurry of 9.18 g (18.9 mmol) of N-[2-chloro-1-[4'-[(difluoromethyl) -sulfonyl][1,1'-biphenyl]-4-yl]ethyl]-2,6-difluorobenzamide in 70 mL of isopropanol was added a solution of 1.8 g (22.5 mmol) of aqueous 50% NaOH at 25-30° C. The mixture was allowed to stir for 30 minutes at ambient temperature, diluted with 40 mL of water, and filtered. The solid product was washed with 20 mL of 50% aqueous isopropanol and suction-dried to afford 7.5 g (88%) of 4-[4'-[(difluoromethyl)sulfonyl][1,1'-biphen... Starting materials: BrC=1C(=NN(C1CNC(OC(C)(C)C)=O)C)C#N (tert-butyl (4-bromo-3-cyano-1-methyl-1H-pyrazol-5-yl)methylcarbamate), Cl.NC1=C(C=CC=C1)B(O)O (2-aminophenylboronic acid hydrochloride), COC(C)(C)C (tert-Butyl methyl ether). The solvent is C(C)OCC (Diethyl ether). Run at time 70 minute. Yields the product Cl.NCC=1N(N=C2C(=NC=3C=CC=CC3C21)N)C (1-(aminomethyl)-2-methyl-2H-pyrazolo[3,4-c]quinolin-4-amine hydrochloride). Yield: 94.6%. As a reaction SMILES: Br[C:2]1[C:3]([C:17]#[N:18])=[N:4][N:5]([CH3:16])[C:6]=1[CH2:7][NH:8]C(=O)OC(C)(C)C.[ClH:19].[NH2:20][C:21]1[CH:26]=[CH:25][CH:24]=[CH:23][C:22]=1B(O)O.COC(C)(C)C>C(OCC)C>[ClH:19].[NH2:8][CH2:7][C:6]1[N:5]([CH3:16])[N:4]=[C:3]2[C:2]=1[C:22]1[CH:23]=[CH:24][CH:25]=[CH:26][C:21]=1[N:20]=[C:17]2[NH2:18] |f:1.2,5.6|. Reported procedure: A modification of the method described in Example 1283 was used to couple tert-butyl (4-bromo-3-cyano-1-methyl-1H-pyrazol-5-yl)methylcarbamate (1.43 g, 4.53 mmol) with 2-aminophenylboronic acid hydrochloride (1.57 g, 9.06 mmol). The reaction was completed in 70 minutes. tert-Butyl methyl ether was used instead of chloroform in the work-up procedure. The coupling product was purified by IFC (silica cartridge, eluting with 40% to 60% ethyl acetate in hexane). The reaction with hydrogen chloride wa... Starting materials: Cl, CC1(O)C(O)C(CO)OC1n1ccc2c(Cl)nc(N)nc21, [Na+], [OH-]. Product: CC1(O)C(O)C(CO)OC1n1ccc2c(=O)[nH]c(N)nc21. As a reaction SMILES: [ClH:22].[NH2:1][c:2]1[n:3][c:4]([Cl:21])[c:5]2[c:6]([n:7]1)[n:8]([CH:11]1[C:12]([OH:13])([CH3:20])[CH:14]([OH:15])[CH:16]([CH2:18][OH:19])[O:17]1)[cH:9][cH:10]2.[Na+:24].[OH-:23]>>[NH2:1][c:2]1[nH:3][c:4](=[O:23])[c:5]2[c:6]([n:7]1)[n:8]([CH:11]1[C:12]([OH:13])([CH3:20])[CH:14]([OH:15])[CH:16]([CH2:18][OH:19])[O:17]1)[cH:9][cH:10]2. RXN SMILES: C(OC([C@@H](CC1C=CC=CC=1)CC(O)=O)=O)(C)(C)C.Cl.N[C@@H](CC1C=CC(C(F)(F)F)=CC=1)CC(O)=O.BrC1C=C2C(=CC=1)NN=C2.N(CC[C@@H](NC(=O)OC(C)(C)C)CC1C=CC=CC=1)=[N+]=[N-].[NH:69]1[C:77]2[C:72](=[CH:73][C:74]([C:78]3[N:79]=[N:80][N:81]([CH2:83][CH2:84][C@@H:85]([NH2:97])[CH2:86][C:87]4[CH:92]=[CH:91][C:90](C(F)(F)F)=[CH:89][CH:88]=4)[CH:82]=3)=[CH:75][CH:76]=2)[CH:71]=[N:70]1>>[NH:69]1[C:77]2[C:72](=[CH:73][C:74]([C:78]3[N:79]=[N:80][N:81]([CH2:83][CH2:84][C@@H:85]([NH2:97])[CH2:86][C:87]4[CH:88]=[CH:89][CH:90]=[CH:91][CH:92]=4)[CH:82]=3)=[CH:75][CH:76]=2)[CH:71]=[N:70]1 |f:1.2|. Product: N1N=CC2=CC(=CC=C12)C=1N=NN(C1)CC[C@H](CC1=CC=CC=C1)N ((2S)-4-(4-(1H-Indazol-5-yl)-1H-1,2,3-triazol-1-yl)-1-phenylbutan-2-amine). Procedure details: Example 39 was synthesized in a similar fashion as Example 37 as shown in Scheme 12 starting with commercially available (S)-3-(tert-butoxycarbonyl)-4-phenylbutanoic acid (commercially available from PepTech Corporation) instead of (S)-3-amino-4-(4-(trifluoromethyl)phenyl)butanoic acid hydrochloride, and 5-bromo-1H-indazole. The synthesis of the required (S)-tert-butyl 4-azido-1-phenylbutan-2-ylcarbamate was performed in a similar manner as described for the (S)-tert-butyl 4-azido-1-(4-(trifluor... The reactants are C(C)(C)(C)OC(=O)[C@H](CC(=O)O)CC1=CC=CC=C1 ((S)-3-(tert-butoxycarbonyl)-4-phenylbutanoic acid), N(=[N+]=[N-])CC[C@H](CC1=CC=CC=C1)NC(OC(C)(C)C)=O ((S)-tert-butyl 4-azido-1-phenylbutan-2-ylcarbamate), N1N=CC2=CC(=CC=C12)C=1N=NN(C1)CC[C@H](CC1=CC=C(C=C1)C(F)(F)F)N ((2S)-4-(4-(1H-Indazol-5-yl)-1H-1,2,3-triazol-1-yl)-1-(4-(trifluoromethyl)phenyl)butan-2-amine), Cl.N[C@H](CC(=O)O)CC1=CC=C(C=C1)C(F)(F)F ((S)-3-amino-4-(4-(trifluoromethyl)phenyl)butanoic acid hydrochloride), BrC=1C=C2C=NNC2=CC1 (5-bromo-1H-indazole).